Dataset: the Open Reaction Database (ORD), a public repository of structured organic reaction records. Task: describe an organic reaction: reactants, conditions, products, and yield The reactants are [BH3-]C#N, CCC1CN(Cc2ccccc2)CC(CC)C1=O, CO, CC(=O)[O-], [NH4+], [Na+]. Product: CCC1CN(Cc2ccccc2)CC(CC)C1N. RXN SMILES: [C:24](#[N:25])[BH3-:26].[CH2:6]([c:7]1[cH:8][cH:9][cH:10][cH:11][cH:12]1)[N:13]1[CH2:14][CH:15]([CH2:22][CH3:23])[C:16](=[O:21])[CH:17]([CH2:19][CH3:20])[CH2:18]1.[CH3:28][OH:29].[CH3:2][C:3](=[O:4])[O-:5].[NH4+:1].[Na+:27]>>[CH2:6]([c:7]1[cH:8][cH:9][cH:10][cH:11][cH:12]1)[N:13]1[CH2:14][CH:15]([CH2:22][CH3:23])[CH:16]([NH2:25])[CH:17]([CH2:19][CH3:20])[CH2:18]1.